This data is from the Open Reaction Database (ORD), a public repository of structured organic reaction records. The task is: describe an organic reaction: reactants, conditions, products, and yield Starting materials: FC=1C=CC(=NC1)[C@H](C)N ([(1S)-1-(5-fluoropyridin-2-yl)ethyl]amine), FC=1C=CC(=NC1)[C@H](C)N ([(1S)-1-(5-fluoropyridin-2-yl)ethyl]amine), CCN(C(C)C)C(C)C (DIPEA), CC1=CC(=NN1)NC1=NC(=NC(=C1[N+](=O)[O-])N1CCOCC1)SC (N-(5-methyl-1H-pyrazol-3-yl)-2-(methylthio)-6-morpholin-4-yl-5-nitropyrimidin-4-amine), CC1=CC(=NN1)NC1=NC(=NC(=C1[N+](=O)[O-])N1CCOCC1)SC (N-(5-methyl-1H-pyrazol-3-yl)-2-(methylthio)-6-morpholin-4-yl-5-nitropyrimidin-4-amine), OOS(=O)[O-].[K+] (Oxone), C(=O)(O)[O-].[Na+] (NaHCO3). Run in O (H2O), CCOC(=O)C (EtOAc), CO (MeOH), C(Cl)Cl (DCM). Run at time 16 hour. The product is FC=1C=CC(=NC1)[C@H](C)NC1=NC(=C(C(=N1)NC1=NNC(=C1)C)[N+](=O)[O-])N1CCOCC1 (N2-[(1S)-1-(5-Fluoropyridin-2-yl)ethyl]-N4-(5-methyl-1H-pyrazol-3-yl)-6-morpholin-4-yl-5-nitropyrimidine-2,4-diamine). The yield is 147.7%. Reaction SMILES: [CH3:1][C:2]1[NH:6][N:5]=[C:4]([NH:7][C:8]2[C:13]([N+:14]([O-:16])=[O:15])=[C:12]([N:17]3[CH2:22][CH2:21][O:20][CH2:19][CH2:18]3)[N:11]=[C:10](SC)[N:9]=2)[CH:3]=1.OOS([O-])=O.[K+].C([O-])(O)=O.[Na+].[F:36][C:37]1[CH:38]=[CH:39][C:40]([C@@H:43]([NH2:45])[CH3:44])=[N:41][CH:42]=1.CCN(C(C)C)C(C)C>CO.C(Cl)Cl.O.CCOC(C)=O>[F:36][C:37]1[CH:38]=[CH:39][C:40]([C@@H:43]([NH:45][C:10]2[N:9]=[C:8]([NH:7][C:4]3[CH:3]=[C:2]([CH3:1])[NH:6][N:5]=3)[C:13]([N+:14]([O-:16])=[O:15])=[C:12]([N:17]3[CH2:22][CH2:21][O:20][CH2:19][CH2:18]3)[N:11]=2)[CH3:44])=[N:41][CH:42]=1 |f:1.2,3.4|. Reported procedure: To a solution of N-(5-methyl-1H-pyrazol-3-yl)-2-(methylthio)-6-morpholin-4-yl-5-nitropyrimidin-4-amine (Intermediate 57, 118 mg) in MeOH (2 ml) and DCM (2 ml) were added Oxone® (302 mg) and NaHCO3 (56 mg) and the resulting mixture was stirred at ambient temperature for 16 hours. [(1S)-1-(5-fluoropyridin-2-yl)ethyl]amine (Intermediate 8, 250 mg) and DIPEA (3 ml) were added and the resulting mixture was stirred at ambient temperature for 3 hours. The mixture was diluted with H2O and EtOAc and the ... Starting materials: C(C)N(C(C(C(=O)NS(=O)(=O)C1=CC2=CC=CC=C2C=C1)CC1=CC=C(C=C1)NC(C1=C(C=CC=C1)[N+](=O)[O-])=O)=O)CC (N,N-diethyl-N′-(2-naphthylsulfonyl)-2-{4-[(2-nitrobenzoyl)amino]benzyl}malonamide), C(C)(=O)OCC (ethyl acetate). The reagents and catalysts are [Pd] (palladium/carbon). Run in C(C)O (ethanol). Reaction conditions: time 11 hour. Yields the product NC1=C(C(=O)NC2=CC=C(CC(C(=O)N(CC)CC)C(=O)NS(=O)(=O)C3=CC4=CC=CC=C4C=C3)C=C2)C=CC=C1 (2-{4-[(2-aminobenzoyl)amino]benzyl}-N,N-diethyl-N′-(2-naphthylsulfonyl)malonamide). The yield is 89.2%. As a reaction SMILES: [CH2:1]([N:3]([CH2:42][CH3:43])[C:4](=[O:41])[CH:5]([CH2:22][C:23]1[CH:28]=[CH:27][C:26]([NH:29][C:30](=[O:40])[C:31]2[CH:36]=[CH:35][CH:34]=[CH:33][C:32]=2[N+:37]([O-])=O)=[CH:25][CH:24]=1)[C:6]([NH:8][S:9]([C:12]1[CH:21]=[CH:20][C:19]2[C:14](=[CH:15][CH:16]=[CH:17][CH:18]=2)[CH:13]=1)(=[O:11])=[O:10])=[O:7])[CH3:2].C(OCC)(=O)C>C(O)C.[Pd]>[NH2:37][C:32]1[CH:33]=[CH:34][CH:35]=[CH:36][C:31]=1[C:30]([NH:29][C:26]1[CH:25]=[CH:24][C:23]([CH2:22][CH:5]([C:6]([NH:8][S:9]([C:12]2[CH:21]=[CH:20][C:19]3[C:14](=[CH:15][CH:16]=[CH:17][CH:18]=3)[CH:13]=2)(=[O:11])=[O:10])=[O:7])[C:4]([N:3]([CH2:42][CH3:43])[CH2:1][CH3:2])=[O:41])=[CH:28][CH:27]=1)=[O:40]. Procedure: To a mixture of the compound (538 mg) obtained in Example 42 in ethanol (10 mL)/ethyl acetate (10 mL) was added 10% palladium/carbon (100 mg), and the mixture was stirred under hydrogen atmosphere at room temperature for 11 hr. Insoluble material was removed by filtration, and the filtrate was concentrated under reduced pressure to give the title compound (456 mg) as a brown powder.